This data is from the Open Reaction Database (ORD), a public repository of structured organic reaction records. The task is: describe an organic reaction: reactants, conditions, products, and yield The reactants are NC1=NC2=CC=CC=C2C(=C1)Cl (2-amino-4-chloroquinoline), C([O-])([O-])=O.[K+].[K+] (potassium carbonate), BrCC(C(=O)OCC)=O (ethyl bromopyruvate). Run in CN(C=O)C (N,N-dimethylformamide). Yields the product ClC1=CC=2N(C3=CC=CC=C13)C=C(N2)C(=O)OCC (Ethyl 5-Chloroimidazo[1,2-a]quinoline-2-carboxylate). RXN SMILES: [NH2:1][C:2]1[CH:11]=[C:10]([Cl:12])[C:9]2[C:4](=[CH:5][CH:6]=[CH:7][CH:8]=2)[N:3]=1.C(=O)([O-])[O-].[K+].[K+].Br[CH2:20][C:21](=O)[C:22]([O:24][CH2:25][CH3:26])=[O:23]>CN(C)C=O>[Cl:12][C:10]1[C:9]2[C:4](=[CH:5][CH:6]=[CH:7][CH:8]=2)[N:3]2[CH:20]=[C:21]([C:22]([O:24][CH2:25][CH3:26])=[O:23])[N:1]=[C:2]2[CH:11]=1 |f:1.2.3|. Reported procedure: To 200 ml. of N,N-dimethylformamide is added 17.9 g. (0.10 mole) of 2-amino-4-chloroquinoline and 15.2 g. (0.11 mole) potassium carbonate. To this stirred slurry is added dropwise over 20 minutes 21.5 g. (0.11 mole) of ethyl bromopyruvate and the resulting mixture stirred for two hours. The solvent is then removed in vacuo and the residue was triturated with water, extracted three times with ethyl acetate, the extracts dried over anhydrous sodium sulfate, carbon treated, filtered and the solvent... The reactants are CC(C)NC(CS(=O)(=O)C1=CC=CC=C1)C (N-(2-propyl)-1-(phenylsulfonyl)-2-propanamine), C(C)N(CCN)CC (N,N-diethylethylenediamine), 5.83, C(=O)(N1C=NC=C1)N1C=NC=C1 (1,1'-carbonyldiimidazole). The solvent is O1CCCC1 (tetrahydrofuran), O1CCCC1 (tetrahydrofuran). Yields the product O.C(C)N(CCNC(N(C(CS(=O)(=O)C1=CC=CC=C1)C)C(C)C)=O)CC (N'-[2-(Diethylamino)ethyl]-N-(1-methylethyl)-N-[1-methyl-2-(phenylsulfonyl)ethyl]urea hydrate). Reaction SMILES: [CH2:1]([N:3]([CH2:7][CH3:8])[CH2:4][CH2:5][NH2:6])[CH3:2].[C:9](N1C=CN=C1)(N1C=CN=C1)=[O:10].[CH3:21][CH:22]([NH:24][CH:25]([CH3:36])[CH2:26][S:27]([C:30]1[CH:35]=[CH:34][CH:33]=[CH:32][CH:31]=1)(=[O:29])=[O:28])[CH3:23]>O1CCCC1>[OH2:10].[CH2:1]([N:3]([CH2:7][CH3:8])[CH2:4][CH2:5][NH:6][C:9](=[O:10])[N:24]([CH:22]([CH3:21])[CH3:23])[CH:25]([CH3:36])[CH2:26][S:27]([C:30]1[CH:31]=[CH:32][CH:33]=[CH:34][CH:35]=1)(=[O:28])=[O:29])[CH3:2] |f:4.5|. Procedure details: A solution of 3.71 g (0.032 mole) of N,N-diethylethylenediamine and 5.83 (0.036 mole) of 1,1'-carbonyldiimidazole in 400 ml of tetrahydrofuran was stirred at room temperature for 1 hr. A solution of 8.30 g (0.030 mole) of N-(2-propyl)-1-(phenylsulfonyl)-2-propanamine in 50 ml of tetrahydrofuran was added and the solution was refluxed overnight. The solvent was removed in vacuo, and the residue was partitioned between ether and water. The ether solution was dried over magnesium sulfate and the so... Starting materials: ClC1=NC=NC2=C3C(=CC=C12)C=CC=C3 (4-chlorobenzo[h]quinazoline), Cl (hydrochloric acid), O1CCCC1 (tetrahydrofuran), C(C(C)C)[Mg]Br (isobutylmagnesium bromide). The reagents and catalysts are C/C(=C\C(=O)C)/[O-].C/C(=C\C(=O)C)/[O-].C/C(=C\C(=O)C)/[O-].[Fe+3] (tris(2,4-pentanedionato)iron(III)). Solvent: CN1C(CCC1)=O (1-methyl-2-pyrrolidone). Conditions: time 16 hour. Yields the product C(C(C)C)C1=NC=NC2=C3C(=CC=C12)C=CC=C3 (4-Isobutylbenzo[h]quinazoline). Isolated yield 24.0%. As a reaction SMILES: Cl[C:2]1[C:11]2[C:6](=[C:7]3[CH:15]=[CH:14][CH:13]=[CH:12][C:8]3=[CH:9][CH:10]=2)[N:5]=[CH:4][N:3]=1.O1CCCC1.[CH2:21]([Mg]Br)[CH:22]([CH3:24])[CH3:23].Cl>C/C(/[O-])=C\C(C)=O.C/C(/[O-])=C\C(C)=O.C/C(/[O-])=C\C(C)=O.[Fe+3].CN1CCCC1=O>[CH2:21]([C:2]1[C:11]2[C:6](=[C:7]3[CH:15]=[CH:14][CH:13]=[CH:12][C:8]3=[CH:9][CH:10]=2)[N:5]=[CH:4][N:3]=1)[CH:22]([CH3:24])[CH3:23] |f:4.5.6.7|. Procedure: In a 100-mL three-neck flask were put 0.53 g (2.5 mmol) of 4-chlorobenzo[h]quinazoline, 52 mg (0.148 mmol) of tris(2,4-pentanedionato)iron(III) (abbreviation: Fe(acac)3), 25 mL of dehydrated tetrahydrofuran (THF), and 2.0 mL of 1-methyl-2-pyrrolidone (abbreviation: NMP), and the air in the flask was replaced with nitrogen. The flask was cooled with ice, 2.6 mL of isobutylmagnesium bromide solution (1 M in THF) (abbreviation: iBuMgBr) was added, and the mixture was stirred at room temperature for... The reactants are 11, CC(COC(C)=O)=CC(CCC(=C)C)OC(C)=O (2,7-dimethyl-1,4-diacetoxyocta-2,7-diene), Cl (hydrochloric acid), Cl (HCl), CC(=O)CC(=O)O (diacetate), aldehyde water. Solvent: O (water). The product is CC(C=O)=CCCC=C(C)C (2,7-dimethylocta-2,6-dienal). Isolated yield 65.0%. As a reaction SMILES: [CH3:1][C:2](=[CH:8][CH:9](OC(=O)C)[CH2:10][CH2:11][C:12]([CH3:14])=[CH2:13])[CH2:3][O:4]C(=O)C.Cl.CC(CC(O)=O)=O>O>[CH3:1][C:2](=[CH:8][CH2:9][CH2:10][CH:11]=[C:12]([CH3:14])[CH3:13])[CH:3]=[O:4]. Procedure details: A mixture of 11 parts of 2,7-dimethyl-1,4-diacetoxyocta-2,7-diene, 35 parts of water and 4.3 parts by volume of 1N hydrochloric acid (0.1 equivalent of HCl, based on 1 mole of the diacetate) is refluxed for 4 hours. An aldehyde/water mixture is then taken off, as described in Example 1. The resulting organic phase is fractionally distilled, and 4.3 parts (65% of theory) of 2,7-dimethylocta-2,6-dienal of boiling point 80°-82° C./16 mbar, nD20 =1.4776, are obtained.